describe an organic reaction: reactants, conditions, products, and yield From a dataset of the Open Reaction Database (ORD), a public repository of structured organic reaction records. Reaction SMILES: [NH2:1][C:2]1[CH:9]=[CH:8][CH:7]=[CH:6][C:3]=1[C:4]#[N:5].C1C(=O)N([Br:17])C(=O)C1.O>CN(C=O)C>[NH2:1][C:2]1[CH:9]=[CH:8][C:7]([Br:17])=[CH:6][C:3]=1[C:4]#[N:5]. The product is NC1=C(C#N)C=C(C=C1)Br (2-Amino-5-bromobenzonitrile). Conditions: time 8 hour. The solvent is CN(C)C=O (DMF). The reactants are NC1=C(C#N)C=CC=C1 (2-aminobenzonitrile), C1CC(=O)N(C1=O)Br (NBS), O (water). Procedure details: To a solution of 2-aminobenzonitrile (14.9 g, 100 mmol) was added a solution of NBS (17.8 g, 100 mmol) in DMF at rt. The mixture was stirred overnight at rt, then water (30 mL) was added and the mixture was extracted with Et2O (3×250 mL). The organic layer was washed with brine, dried over Na2SO4, concentrated and purified by CC to give compound P36a (19 g, 83%). Reactants: C(C)(C)(C)OC(=O)C=1C=C2C=CN(C2=CC1)CC(COC1=CC=C(C=C1)OCCCCCCCCCC)=O (tert-butyl-1-[3-(4-decyloxyphenoxy)-2-oxopropyl]indole-5-carboxylate), FC(C(=O)O)(F)F (trifluoroacetic acid). Run in ClCCl (dichloromethane). Reaction conditions: time 4 hour. The product is C(CCCCCCCCC)OC1=CC=C(OCC(CN2C=CC3=CC(=CC=C23)C(=O)O)=O)C=C1 (1-[3-(4-Decyloxyphenoxy)-2-oxopropyl]indole-5-carboxylic acid). RXN SMILES: C([O:5][C:6]([C:8]1[CH:9]=[C:10]2[C:14](=[CH:15][CH:16]=1)[N:13]([CH2:17][C:18](=[O:38])[CH2:19][O:20][C:21]1[CH:26]=[CH:25][C:24]([O:27][CH2:28][CH2:29][CH2:30][CH2:31][CH2:32][CH2:33][CH2:34][CH2:35][CH2:36][CH3:37])=[CH:23][CH:22]=1)[CH:12]=[CH:11]2)=[O:7])(C)(C)C.FC(F)(F)C(O)=O>ClCCl>[CH2:28]([O:27][C:24]1[CH:25]=[CH:26][C:21]([O:20][CH2:19][C:18](=[O:38])[CH2:17][N:13]2[C:14]3[C:10](=[CH:9][C:8]([C:6]([OH:7])=[O:5])=[CH:16][CH:15]=3)[CH:11]=[CH:12]2)=[CH:22][CH:23]=1)[CH2:29][CH2:30][CH2:31][CH2:32][CH2:33][CH2:34][CH2:35][CH2:36][CH3:37]. Procedure: 50 mg (0.096 mmol) tert-butyl-1-[3-(4-decyloxyphenoxy)-2-oxopropyl]indole-5-carboxylate are dissolved in 15 ml absolute dichloromethane and mixed with 0.82 g (7.19 mmol) trifluoroacetic acid. Having stirred at room temperature for 4 hours, the batch is concentrated to dryness on the rotary evaporator. Three admixtures with 10 ml of a mixture of petroleum ether and ethyl acetate (4:1) each and respective concentration to dryness on the rotary evaporator leave as a crude product a solid which is p... Reactants: CCN(C(C)C)C(C)C, Cn1nccc1-c1cc(C(=O)O)sc1Cl, ClCCl, NC(Cc1cccc(F)c1)CN1C(=O)c2ccccc2C1=O. The product is Cn1nccc1-c1cc(C(=O)NC(Cc2cccc(F)c2)CN2C(=O)c3ccccc3C2=O)sc1Cl. Reaction SMILES: [CH:38]([N:39]([CH2:40][CH3:41])[CH:42]([CH3:43])[CH3:44])([CH3:45])[CH3:46].[Cl:1][c:2]1[c:3](-[c:10]2[cH:11][cH:12][n:13][n:14]2[CH3:15])[cH:4][c:5]([C:7](=[O:8])[OH:9])[s:6]1.[Cl:47][CH2:48][Cl:49].[NH2:16][CH:17]([CH2:18][N:19]1[C:20](=[O:29])[c:21]2[cH:22][cH:23][cH:24][cH:25][c:26]2[C:27]1=[O:28])[CH2:30][c:31]1[cH:32][c:33]([F:37])[cH:34][cH:35][cH:36]1>>[Cl:1][c:2]1[c:3](-[c:10]2[cH:11][cH:12][n:13][n:14]2[CH3:15])[cH:4][c:5]([C:7](=[O:9])[NH:16][CH:17]([CH2:18][N:19]2[C:20](=[O:29])[c:21]3[cH:22][cH:23][cH:24][cH:25][c:26]3[C:27]2=[O:28])[CH2:30][c:31]2[cH:32][c:33]([F:37])[cH:34][cH:35][cH:36]2)[s:6]1. The reactants are BrCCCCCCOCC1=CC=CC=C1 (1-bromo-6-benzyloxyhexane), Cl (hydrochloric acid), [H-].[Na+] (sodium hydride), C(C1=CC=CC=C1)OCCCCCCC(C(=O)OCC)C(=O)OCC (diethyl 2-(6-benzyloxyhexyl)malonate). Solvent: CN(C=O)C (dimethylformamide), CN(C=O)C (dimethylformamide), CN(C=O)C (dimethylformamide). Conditions: temperature 130 celsius, time 30 minute. The product is C(C1=CC=CC=C1)OCCCCCCC(C(=O)OCC)(C(=O)OCC)CCCCCCOCC1=CC=CC=C1 (diethyl 2,2-bis(6-benzyloxyhexyl)malonate). The yield is 83.4%. Reaction SMILES: [H-].[Na+].[CH2:3]([O:10][CH2:11][CH2:12][CH2:13][CH2:14][CH2:15][CH2:16][CH:17]([C:23]([O:25][CH2:26][CH3:27])=[O:24])[C:18]([O:20][CH2:21][CH3:22])=[O:19])[C:4]1[CH:9]=[CH:8][CH:7]=[CH:6][CH:5]=1.Br[CH2:29][CH2:30][CH2:31][CH2:32][CH2:33][CH2:34][O:35][CH2:36][C:37]1[CH:42]=[CH:41][CH:40]=[CH:39][CH:38]=1.Cl>CN(C)C=O>[CH2:3]([O:10][CH2:11][CH2:12][CH2:13][CH2:14][CH2:15][CH2:16][C:17]([CH2:29][CH2:30][CH2:31][CH2:32][CH2:33][CH2:34][O:35][CH2:36][C:37]1[CH:38]=[CH:39][CH:40]=[CH:41][CH:42]=1)([C:18]([O:20][CH2:21][CH3:22])=[O:19])[C:23]([O:25][CH2:26][CH3:27])=[O:24])[C:4]1[CH:5]=[CH:6][CH:7]=[CH:8][CH:9]=1 |f:0.1|. Procedure: First, 1.5 g of 60% sodium hydride and 30 ml of dry dimethylformamide were placed in a 200 ml flask. Then, 30 ml of a dimethylformamide solution containing 11.5 g of diethyl 2-(6-benzyloxyhexyl)malonate was added dropwise to the reaction mixture under ice water cooling, and the resultant reaction mixture was stirred at room temperature for 1 hour and at 130° C. for 30 minutes. Then, 30 ml of a dimethylformamide solution containing 10 g of 1-bromo-6-benzyloxyhexane was added dropwise to the react...